This data is from the Open Reaction Database (ORD), a public repository of structured organic reaction records. The task is: describe an organic reaction: reactants, conditions, products, and yield Reaction SMILES: [C:1]([CH3:2])(=[O:3])[N:4]1[CH2:5][CH2:6][C:7]([C:10](=[O:11])[OH:12])([c:13]2[c:14](-[c:18]3[cH:19][cH:20][cH:21][cH:22][cH:23]3)[s:15][cH:16][cH:17]2)[CH2:8][CH2:9]1.[S:24]([Cl:25])([Cl:26])=[O:27]>>[C:1]([CH3:2])(=[O:3])[N:4]1[CH2:5][CH2:6][C:7]([C:10](=[O:11])[Cl:26])([c:13]2[c:14](-[c:18]3[cH:19][cH:20][cH:21][cH:22][cH:23]3)[s:15][cH:16][cH:17]2)[CH2:8][CH2:9]1. The product is CC(=O)N1CCC(C(=O)Cl)(c2ccsc2-c2ccccc2)CC1. Starting materials: CC(=O)N1CCC(C(=O)O)(c2ccsc2-c2ccccc2)CC1, O=S(Cl)Cl. The reactants are BrB(Br)Br, COc1cc(-n2ccc(C)n2)ccc1C(=O)N1Cc2cccn2Cc2ccccc21, ClCCl, [NH4+], [OH-]. Product: Cc1ccn(-c2ccc(C(=O)N3Cc4cccn4Cc4ccccc43)c(O)c2)n1. As a reaction SMILES: [B:31]([Br:32])([Br:33])[Br:34].[CH3:1][O:2][c:3]1[c:4]([C:15](=[O:16])[N:17]2[CH2:18][c:19]3[n:20]([cH:28][cH:29][cH:30]3)[CH2:21][c:22]3[c:23]2[cH:24][cH:25][cH:26][cH:27]3)[cH:5][cH:6][c:7](-[n:9]2[n:10][c:11]([CH3:14])[cH:12][cH:13]2)[cH:8]1.[Cl:37][CH2:38][Cl:39].[NH4+:35].[OH-:36]>>[OH:2][c:3]1[c:4]([C:15](=[O:16])[N:17]2[CH2:18][c:19]3[n:20]([cH:28][cH:29][cH:30]3)[CH2:21][c:22]3[c:23]2[cH:24][cH:25][cH:26][cH:27]3)[cH:5][cH:6][c:7](-[n:9]2[n:10][c:11]([CH3:14])[cH:12][cH:13]2)[cH:8]1. Starting materials: Br (HBr), O (water), BrBr (Bromine), BrC=1C=CC(=NC1)C(C)=O (1-(5-bromopyridin-2-yl)ethanone). Solvent: C(C)(=O)O (Acetic acid), C(C)(=O)O (Acetic acid). Reaction conditions: time 1 hour. The product is BrCC(=O)C1=NC=C(C=C1)Br (2-bromo-1-(5-bromopyridin-2-yl)ethanone). As a reaction SMILES: [Br:1][C:2]1[CH:3]=[CH:4][C:5]([C:8](=[O:10])[CH3:9])=[N:6][CH:7]=1.[BrH:11].O.BrBr>C(O)(=O)C>[Br:11][CH2:9][C:8]([C:5]1[CH:4]=[CH:3][C:2]([Br:1])=[CH:7][N:6]=1)=[O:10]. Reported procedure: 1-(5-bromopyridin-2-yl)ethanone (200 mg, 1.0 mmol) was dissolved in Acetic acid (50 mL) and HBr in Acetic acid (48% solution, 280 uL) was added along with water (100 uL). Warmed to 70 C and added Bromine (51.5 uL, 1.0 mmol) and stirred for 1 hour. The reaction was concentrated to give the desired product (280 mg) containing a small amount of dibrominated product. This material was used as is. Product: CC(C)CCNc1nc(NCc2ccc(-c3ccccc3C(=O)O)cc2)c2ccccc2n1. The reactants are COC(=O)c1ccccc1-c1ccc(CNc2nc(NCCC(C)C)nc3ccccc23)cc1, Cl, [Na+], C1COCCO1, [OH-]. As a reaction SMILES: [CH3:1][O:2][C:3](=[O:4])[c:5]1[c:6](-[c:11]2[cH:12][cH:13][c:14]([CH2:17][NH:18][c:19]3[n:20][c:21]([NH:29][CH2:30][CH2:31][CH:32]([CH3:33])[CH3:34])[n:22][c:23]4[cH:24][cH:25][cH:26][cH:27][c:28]34)[cH:15][cH:16]2)[cH:7][cH:8][cH:9][cH:10]1.[ClH:37].[Na+:36].[O:38]1[CH2:39][CH2:40][O:41][CH2:42][CH2:43]1.[OH-:35]>>[O:2]=[C:3]([OH:4])[c:5]1[c:6](-[c:11]2[cH:12][cH:13][c:14]([CH2:17][NH:18][c:19]3[n:20][c:21]([NH:29][CH2:30][CH2:31][CH:32]([CH3:33])[CH3:34])[n:22][c:23]4[cH:24][cH:25][cH:26][cH:27][c:28]34)[cH:15][cH:16]2)[cH:7][cH:8][cH:9][cH:10]1. Reactants: [OH-].[Na+] (NaOH), ClC1=CC=C(C=C1)N1C2=C(N3C(=NN=C3C)C3(C(C3)C(=O)OCC)C1=O)C=CC=C2 (ethyl 6-(4-chlorophenyl)-1-methyl-5-oxo-5,6-dihydrospiro[benzo[b][1,2,4]triazolo[4,3-d][1,4]diazepine-4,1′-cyclopropane]-2′-carboxylate), Cl (HCl). Run in CO (MeOH), O (water). Reaction conditions: time 8 hour. Yields the product ClC1=CC=C(C=C1)N1C2=C(N3C(=NN=C3C)C3(C(C3)C(=O)O)C1=O)C=CC=C2 (6-(4-chlorophenyl)-1-methyl-5-oxo-5,6-dihydrospiro[benzo[b][1,2,4]triazolo[4,3-d][1,4]diazepine-4,1′-cyclopropane]-2′-carboxylic acid). As a reaction SMILES: [OH-].[Na+].[Cl:3][C:4]1[CH:9]=[CH:8][C:7]([N:10]2[C:27](=[O:28])[C:19]3([CH2:21][CH:20]3[C:22]([O:24]CC)=[O:23])[C:14]3=[N:15][N:16]=[C:17]([CH3:18])[N:13]3[C:12]3[CH:29]=[CH:30][CH:31]=[CH:32][C:11]2=3)=[CH:6][CH:5]=1.Cl>CO.O>[Cl:3][C:4]1[CH:5]=[CH:6][C:7]([N:10]2[C:27](=[O:28])[C:19]3([CH2:21][CH:20]3[C:22]([OH:24])=[O:23])[C:14]3=[N:15][N:16]=[C:17]([CH3:18])[N:13]3[C:12]3[CH:29]=[CH:30][CH:31]=[CH:32][C:11]2=3)=[CH:8][CH:9]=1 |f:0.1|. Reported procedure: NaOH (48 mg, 1.2 mmol) was added to a solution of ethyl 6-(4-chlorophenyl)-1-methyl-5-oxo-5,6-dihydrospiro[benzo[b][1,2,4]triazolo[4,3-d][1,4]diazepine-4,1′-cyclopropane]-2′-carboxylate (100 mg, 0.24 mmol) in MeOH (10 mL) and water (4 mL). It was stirred at room temperature overnight. The solution was adjust to pH=5 using HCl solution (1 M), then concentrated, adding dichloromethane (5 mL), filtered and the filtrate was concentrated to give crude 6-(4-chlorophenyl)-1-methyl-5-oxo-5,6-dihydrospir...